This data is from the Open Reaction Database (ORD), a public repository of structured organic reaction records. The task is: describe an organic reaction: reactants, conditions, products, and yield Reactants: CCN(C(C)C)C(C)C (Hunig's base), N1(CCOCC1)C(=O)Cl (4-morpholinecarbonyl chloride), COC(C(CC(C)(C)C)N)=O (2-Amino-4,4-dimethyl-pentanoic acid methyl ester). Run in ClCCl (dichloromethane). Conditions: time 16 hour. The product is COC(C(CC(C)(C)C)NC(=O)N1CCOCC1)=O (4,4-Dimethyl-2-[(morpholine-4-carbonyl)-amino]-pentanoic acid methyl ester). Reaction SMILES: [CH3:1][O:2][C:3](=[O:11])[CH:4]([NH2:10])[CH2:5][C:6]([CH3:9])([CH3:8])[CH3:7].CCN(C(C)C)C(C)C.[N:21]1([C:27](Cl)=[O:28])[CH2:26][CH2:25][O:24][CH2:23][CH2:22]1>ClCCl>[CH3:1][O:2][C:3](=[O:11])[CH:4]([NH:10][C:27]([N:21]1[CH2:26][CH2:25][O:24][CH2:23][CH2:22]1)=[O:28])[CH2:5][C:6]([CH3:7])([CH3:8])[CH3:9]. Procedure: 2-Amino-4,4-dimethyl-pentanoic acid methyl ester (5.35 g, 27.4 mmol) was dissolved in 100 mL of dichloromethane. Hunig's base (7.07 g, 54.7 mmol) and 4-morpholinecarbonyl chloride (4.08 g, 27.4 mmol) were added and the reaction was stirred at ambient temperature 16 h. The reaction mixture was concentrated in vacuo and taken up in 150 mL EtOAc. A white precipitate formed and was filtered and washed with EtOAc. EtOAc solutions were combined and washed with 3×50 mL 1 N HCl (aq), 3×50 mL saturated N... The reactants are [Na] (sodium), ClC=1C=CC(=C(C1)NC(C(F)(F)F)=O)O (N-(5-chloro-2-hydroxyphenyl)trifluoroacetamide), BrCC=CC(=O)OCC (ethyl 4-bromo-2-butenoate). The solvent is C(C)O (ethanol). Reaction conditions: temperature 0 celsius. The product is ClC=1C=CC2=C(NC(CO2)CC(=O)OCC)C1 (Ethyl (±)-6-chloro-3,4-dihydro-2H-1,4-benzoxazine-3-acetate). The yield is 72.1%. As a reaction SMILES: [Na].[Cl:2][C:3]1[CH:4]=[CH:5][C:6]([OH:16])=[C:7]([NH:9][C:10](=O)[C:11](F)(F)F)[CH:8]=1.BrCC=[CH:20][C:21]([O:23][CH2:24][CH3:25])=[O:22]>C(O)C>[Cl:2][C:3]1[CH:4]=[CH:5][C:6]2[O:16][CH2:11][CH:10]([CH2:20][C:21]([O:23][CH2:24][CH3:25])=[O:22])[NH:9][C:7]=2[CH:8]=1 |^1:0|. Reported procedure: 420 ml of ethanol are introduced into a 3 litre reactor, with magnetic stirring, cooled to 0° C., and 3.8 g (0.166 mol) of sodium are added slowly, in small portions, followed by successive and dropwise addition of 40 g (0.166 mol) of N-(5-chloro-2-hydroxyphenyl)trifluoroacetamide and 40 g (0.155 mol) of 75% pure ethyl 4-bromo-2-butenoate, and the mixture is heated at 85° C. for 2 hours. The solvent is evaporated off and the residue is taken up in 100 ml of water and 40 ml of 1N sodium hydroxide...